From a dataset of the Open Reaction Database (ORD), a public repository of structured organic reaction records. describe an organic reaction: reactants, conditions, products, and yield Starting materials: CCCCO, Cc1cccc(C)c1NCCCNc1c(C)cccc1C, N#CBr, N, O. The product is Cc1cccc(C)c1N1CCCN(c2c(C)cccc2C)C1=N. As a reaction SMILES: [CH2:27]([OH:28])[CH2:29][CH2:30][CH3:31].[CH3:4][c:5]1[c:6]([NH:12][CH2:13][CH2:14][CH2:15][NH:16][c:17]2[c:18]([CH3:24])[cH:19][cH:20][cH:21][c:22]2[CH3:23])[c:7]([CH3:11])[cH:8][cH:9][cH:10]1.[N:1]#[C:2][Br:3].[NH3:26].[OH2:25]>>[NH:1]=[C:2]1[N:12]([c:6]2[c:5]([CH3:4])[cH:10][cH:9][cH:8][c:7]2[CH3:11])[CH2:13][CH2:14][CH2:15][N:16]1[c:17]1[c:18]([CH3:24])[cH:19][cH:20][cH:21][c:22]1[CH3:23].